From a dataset of the Open Reaction Database (ORD), a public repository of structured organic reaction records. describe an organic reaction: reactants, conditions, products, and yield Reactants: OCCCBr, O=C([O-])[O-], CN(C)C=O, CCCNC(=O)Nc1ccc(Oc2ncnc3cc(O)c(OC)cc23)cc1Cl, [K+], [K+]. The product is CCCNC(=O)Nc1ccc(Oc2ncnc3cc(OCCCO)c(OC)cc23)cc1Cl. RXN SMILES: [Br:35][CH2:36][CH2:37][CH2:38][OH:39].[C:29](=[O:30])([O-:31])[O-:32].[CH3:40][N:41]([CH3:42])[CH:43]=[O:44].[Cl:1][c:2]1[c:3]([NH:22][C:23](=[O:24])[NH:25][CH2:26][CH2:27][CH3:28])[cH:4][cH:5][c:6]([O:8][c:9]2[n:10][cH:11][n:12][c:13]3[cH:14][c:15]([OH:21])[c:16]([O:19][CH3:20])[cH:17][c:18]23)[cH:7]1.[K+:33].[K+:34]>>[Cl:1][c:2]1[c:3]([NH:22][C:23](=[O:24])[NH:25][CH2:26][CH2:27][CH3:28])[cH:4][cH:5][c:6]([O:8][c:9]2[n:10][cH:11][n:12][c:13]3[cH:14][c:15]([O:21][CH2:36][CH2:37][CH2:38][OH:39])[c:16]([O:19][CH3:20])[cH:17][c:18]23)[cH:7]1. Reactants: [Si](C)(C)(C(C)(C)C)O[C@@H]1C=2C(=C(C(=NC2CC2(C1)CCC2)C(C)C)C=O)I ((S)-5′-(tert-butyldimethylsilyloxy)-4′-iodo-2′-isopropyl-6′,8′-dihydro-5′H-spiro[cyclobutane-1,7′-quinoline]-3′-carbaldehyde), solution, C(C)(C)[Mg]Cl.[Cl-].[Li+] (isopropylmagnesium chloride lithium chloride), O1CCCC1 (tetrahydrofurane), O1CCCC1 (tetrahydrofurane), IC1=CC=C(C=C1)S(F)(F)(F)(F)F (1-iodo-4-pentafluorosulfanyl-benzene), solution, C(C)(C)[Mg]Cl (isopropylmagnesium chloride). Yields the product [Si](C)(C)(C(C)(C)C)O[C@@H]1C=2C(=CC(=NC2CC2(C1)CC(C2)[C@H](O)C2=CC=C(C=C2)S(F)(F)(F)(F)F)C(C)C)I ((S)—((S)-5′-(tert-butyldimethylsilyloxy)-4′-iodo-2′-isopropyl-6′,8′-dihydro-5′H-spiro[cyclobutane-1,7′-quinoline]-3-yl)(4-(pentafluorosulfanyl)phenyl)methanol). Reaction SMILES: [Si:1]([O:8][C@H:9]1[CH2:18][C:17]2([CH2:21][CH2:20][CH2:19]2)[CH2:16][C:15]2[N:14]=[C:13]([CH:22]([CH3:24])[CH3:23])[C:12](C=O)=[C:11]([I:27])[C:10]1=2)([C:4]([CH3:7])([CH3:6])[CH3:5])([CH3:3])[CH3:2].I[C:29]1[CH:34]=[CH:33][C:32]([S:35]([F:40])([F:39])([F:38])([F:37])[F:36])=[CH:31][CH:30]=1.C([Mg]Cl)(C)C.[Cl-].[Li+].C([Mg]Cl)(C)C.[O:53]1CCC[CH2:54]1>>[Si:1]([O:8][C@H:9]1[CH2:18][C:17]2([CH2:21][CH:20]([C@@H:54]([C:29]3[CH:34]=[CH:33][C:32]([S:35]([F:40])([F:39])([F:38])([F:37])[F:36])=[CH:31][CH:30]=3)[OH:53])[CH2:19]2)[CH2:16][C:15]2[N:14]=[C:13]([CH:22]([CH3:23])[CH3:24])[CH:12]=[C:11]([I:27])[C:10]1=2)([C:4]([CH3:7])([CH3:5])[CH3:6])([CH3:3])[CH3:2] |f:2.3.4|. Procedure: Obtained by starting from (S)-5′-(tert-butyldimethylsilyloxy)-4′-iodo-2′-isopropyl-6′,8′-dihydro-5′H-spiro[cyclobutane-1,7′-quinoline]-3′-carbaldehyde and 1-iodo-4-pentafluorosulfanyl-benzene. A 1.3 M solution of isopropylmagnesium chloride-lithium chloride-complex in tetrahydrofurane is used instead of a 2 M solution of isopropylmagnesium chloride in tetrahydrofurane. The reactants are C1(CCC1)CCNC(=O)C=1N=NC(=CC1)Cl (6-chloropyridazine-3-carboxylic acid (2-cyclobutylethyl)amide), N1CCC(CC1)NC1=C(C=CC=C1)C(F)(F)F (piperidin-4-yl-(2-trifluoromethylphenyl)amine). Product: Cl.C1(CCC1)CCNC(=O)C=1N=NC(=CC1)N1CCC(CC1)NC1=C(C=CC=C1)C(F)(F)F (6-[4-(2-TRIFLUOROMETHYLPHENYLAMINO)PIPERIDIN-1-YL]-PYRIDAZINE-3-CARBOXYLIC ACID (2-CYCLOBUTYLETHYL)AMIDE HYDROCHLORIDE). The yield is 60.0%. Reaction SMILES: [CH:1]1([CH2:5][CH2:6][NH:7][C:8]([C:10]2[N:11]=[N:12][C:13]([Cl:16])=[CH:14][CH:15]=2)=[O:9])[CH2:4][CH2:3][CH2:2]1.[NH:17]1[CH2:22][CH2:21][CH:20]([NH:23][C:24]2[CH:29]=[CH:28][CH:27]=[CH:26][C:25]=2[C:30]([F:33])([F:32])[F:31])[CH2:19][CH2:18]1>>[ClH:16].[CH:1]1([CH2:5][CH2:6][NH:7][C:8]([C:10]2[N:11]=[N:12][C:13]([N:17]3[CH2:18][CH2:19][CH:20]([NH:23][C:24]4[CH:29]=[CH:28][CH:27]=[CH:26][C:25]=4[C:30]([F:31])([F:32])[F:33])[CH2:21][CH2:22]3)=[CH:14][CH:15]=2)=[O:9])[CH2:4][CH2:3][CH2:2]1 |f:2.3|. Reported procedure: Following the procedure as described in Example 1, making variations only as required to use 6-chloropyridazine-3-carboxylic acid (2-cyclobutylethyl)amide in place of 6-chloropyridazine-3-carboxylic acid (2-cyclopropylethyl)amide to react with piperidin-4-yl-(2-trifluoromethylphenyl)amine, the title compound was obtained as a white powder in 60% yield. 1H NMR (300 MHz, DMSO-d6) δ 8.70 (t, J=5.4 Hz, 1H), 7.91 (d, J=9.6 Hz, 1H), 7.62 (d, J=7.5 Hz, 1H), 7.42-7.36 (m, 2H), 7.00 (d, J=8.4 Hz, 1H), 6.... The reactants are CC(C)(C)OC(=O)N1CCCC1COc1cc([N+](=O)[O-])ccc1Cl, ClCCl, O=C(O)C(F)(F)F. Yields the product O=[N+]([O-])c1ccc(Cl)c(OCC2CCCN2)c1. As a reaction SMILES: [C:1]([O:2][C:3](=[O:4])[N:8]1[CH:9]([CH2:13][O:14][c:15]2[c:16]([Cl:24])[cH:17][cH:18][c:19]([N+:21](=[O:22])[O-:23])[cH:20]2)[CH2:10][CH2:11][CH2:12]1)([CH3:5])([CH3:6])[CH3:7].[Cl:32][CH2:33][Cl:34].[F:25][C:26]([F:27])([F:28])[C:29]([OH:30])=[O:31]>>[NH:8]1[CH:9]([CH2:13][O:14][c:15]2[c:16]([Cl:24])[cH:17][cH:18][c:19]([N+:21](=[O:22])[O-:23])[cH:20]2)[CH2:10][CH2:11][CH2:12]1. The reactants are [Ag+2], O=C([O-])[O-], CCOCC, Cc1ccccc1, O, CC(C)c1c(C=CC2CC(O)CC(O)O2)n(-c2ccc(F)cc2)c(=O)c2ccccc12. The product is CC(C)c1c(C=CC2CC(O)CC(=O)O2)n(-c2ccc(F)cc2)c(=O)c2ccccc12. As a reaction SMILES: [Ag+2:49].[C:45](=[O:46])([O-:47])[O-:48].[CH3:33][CH2:34][O:35][CH2:36][CH3:37].[CH3:38][c:39]1[cH:40][cH:41][cH:42][cH:43][cH:44]1.[OH2:32].[OH:1][CH:2]1[O:3][CH:4]([CH:9]=[CH:10][c:11]2[n:12](-[c:25]3[cH:26][cH:27][c:28]([F:31])[cH:29][cH:30]3)[c:13](=[O:24])[c:14]3[cH:15][cH:16][cH:17][cH:18][c:19]3[c:20]2[CH:21]([CH3:22])[CH3:23])[CH2:5][CH:6]([OH:8])[CH2:7]1>>[O:1]=[C:2]1[O:3][CH:4]([CH:9]=[CH:10][c:11]2[n:12](-[c:25]3[cH:26][cH:27][c:28]([F:31])[cH:29][cH:30]3)[c:13](=[O:24])[c:14]3[cH:15][cH:16][cH:17][cH:18][c:19]3[c:20]2[CH:21]([CH3:22])[CH3:23])[CH2:5][CH:6]([OH:8])[CH2:7]1. Reactants: [OH-].[Na+] (NaOH), NC (NH2Me), O (H2O), ClC1=NC(=NC(=N1)Cl)Cl (2,4,6-trichloro-1,3,5-triazine). Run in CC#N.O (CH3CN H2O). Conditions: temperature 0 celsius. Yields the product ClC1=NC(=NC(=N1)Cl)NC (4,6-dichloro-N-methyl-1,3,5-triazin-2-amine). Reaction SMILES: Cl[C:2]1[N:7]=[C:6]([Cl:8])[N:5]=[C:4]([Cl:9])[N:3]=1.[NH2:10][CH3:11].O.[OH-].[Na+]>CC#N.O>[Cl:9][C:4]1[N:5]=[C:6]([Cl:8])[N:7]=[C:2]([NH:10][CH3:11])[N:3]=1 |f:3.4,5.6|. Procedure: A mixture of 2,4,6-trichloro-1,3,5-triazine (4.27 g, 17.46 mmol) in a solution of CH3CN:H2O (1:1, 28.6 mL) was cooled to 0° C. A solution of 30% NH2Me in H2O (17.46 mmol) was added. The reaction mixture was adjusted to pH of about 9-10 using 1N NaOH. The pH was maintained at about 9-10 for 15 minutes. LCMS analysis showed the complete consumption of the 2,4,6-trichloro-1,3,5-triazine. The crude product was used in the next step. MS (ES+): m/e 178.9 [M+H]+. The reactants are CC(C)(C)OC(=O)NC1CCNC1=O, C1CCOC1, CC(C)(C)[O-], [K+], N#Cc1ccc(CBr)cc1N, C1COCCOCCOCCOCCOCCO1. The product is CC(C)(C)OC(=O)NC1CCN(Cc2ccc(C#N)c(N)c2)C1=O. RXN SMILES: [C:1]([CH3:2])([CH3:3])([CH3:4])[O:5][C:6]([NH:7][CH:8]1[C:9](=[O:13])[NH:10][CH2:11][CH2:12]1)=[O:14].[CH2:50]1[O:51][CH2:52][CH2:53][CH2:54]1.[CH3:15][C:16]([CH3:17])([O-:18])[CH3:19].[K+:20].[NH2:39][c:40]1[c:41]([C:42]#[N:43])[cH:44][cH:45][c:46]([CH2:48][Br:49])[cH:47]1.[O:21]1[CH2:22][CH2:23][O:24][CH2:25][CH2:26][O:27][CH2:28][CH2:29][O:30][CH2:31][CH2:32][O:33][CH2:34][CH2:35][O:36][CH2:37][CH2:38]1>>[C:1]([CH3:2])([CH3:3])([CH3:4])[O:5][C:6]([NH:7][CH:8]1[C:9](=[O:13])[N:10]([CH2:48][c:46]2[cH:45][cH:44][c:41]([C:42]#[N:43])[c:40]([NH2:39])[cH:47]2)[CH2:11][CH2:12]1)=[O:14]. Starting materials: CN (MeNH2), BrC=1C=CC(=C(C=O)C1)OC1=CC(=C(C=C1)Cl)Cl (5-bromo-2-(3,4-dichloro-phenoxy)-benzaldehyde), [BH4-].[Na+] (NaBH4). Run in CO (MeOH). Run at time 24 hour. The product is BrC=1C=CC(=C(CNC)C1)OC1=CC(=C(C=C1)Cl)Cl ([5-Bromo-2-(3,4-dichloro-phenoxy)-benzyl]-methyl-amine). Isolated yield 96.3%. RXN SMILES: [Br:1][C:2]1[CH:3]=[CH:4][C:5]([O:10][C:11]2[CH:16]=[CH:15][C:14]([Cl:17])=[C:13]([Cl:18])[CH:12]=2)=[C:6]([CH:9]=1)[CH:7]=O.[CH3:19][NH2:20].[BH4-].[Na+]>CO>[Br:1][C:2]1[CH:3]=[CH:4][C:5]([O:10][C:11]2[CH:16]=[CH:15][C:14]([Cl:17])=[C:13]([Cl:18])[CH:12]=2)=[C:6]([CH:9]=1)[CH2:7][NH:20][CH3:19] |f:2.3|. Procedure: To a mixture of 5-bromo-2-(3,4-dichloro-phenoxy)-benzaldehyde (4.74 g, 13.8 mmol) in MeOH (250 mL) was added MeNH2 (40% aq.; 20 mL, 260 mmol), and the resulting mixture was stirred at rt until homogeneous. The mixture was cooled to 0° C. and treated with NaBH4 (1.05 g, 27.8 mmol) portionwise. After 24 h, the mixture was concentrated and the residue was diluted with 1 N NaOH and extracted with DCM. The combined organic layers were dried (Na2SO4) and concentrated. The crude product was purified by...